From a dataset of the Open Reaction Database (ORD), a public repository of structured organic reaction records. describe an organic reaction: reactants, conditions, products, and yield Reactants: C(C)(=O)SCC(C(=O)N1C(C=2NC3=CC=CC=C3C2CC1C(=O)OC)C1=CC=CC=C1)C (2-(3'Acetylthio-2'-methylpropanoyl)-1-phenyl-3-carbomethoxy-1,2,3,4-tetrahydro-β-carboline). The solvent is CO (methanol). Conditions: time 1 hour. Yields the product SCC(C(=O)N1C(C=2NC3=CC=CC=C3C2CC1C(=O)OC)C1=CC=CC=C1)C (2-(3'-Mercapto-2'-methylpropanoyl)-1-phenyl-3-carbomethoxy-1,2,3,4-tetrahydro-β-carboline). Yield: 8.7%. As a reaction SMILES: C([S:4][CH2:5][CH:6]([CH3:32])[C:7]([N:9]1[CH:21]([C:22]([O:24][CH3:25])=[O:23])[CH2:20][C:19]2[C:18]3[C:13](=[CH:14][CH:15]=[CH:16][CH:17]=3)[NH:12][C:11]=2[CH:10]1[C:26]1[CH:31]=[CH:30][CH:29]=[CH:28][CH:27]=1)=[O:8])(=O)C>CO>[SH:4][CH2:5][CH:6]([CH3:32])[C:7]([N:9]1[CH:21]([C:22]([O:24][CH3:25])=[O:23])[CH2:20][C:19]2[C:18]3[C:13](=[CH:14][CH:15]=[CH:16][CH:17]=3)[NH:12][C:11]=2[CH:10]1[C:26]1[CH:31]=[CH:30][CH:29]=[CH:28][CH:27]=1)=[O:8]. Reported procedure: 2-(3'Acetylthio-2'-methylpropanoyl)-1-phenyl-3-carbomethoxy-1,2,3,4-tetrahydro-β-carboline (2 g, 0.045 mole) was dissolved in methanol (75 ml) and anhydrous ammonia was bubbled through the solution for 15 minutes. The reaction was placed under nitrogen and stirring was continued at room temperature for one hour. The methanol was evaporated and the residue was applied to a cation exchange column (methanol). The methanol was evaporated and the residue was dissolved in chloroform, washed with water... The reactants are NC1=C(C=C(C(=O)C2=CC=CC=C2)C=C1)[N+](=O)[O-] (4-amino-3-nitrobenzophenone), [H][H] (hydrogen). Reagents/catalysts: [Ni] (Raney nickel). The solvent is O1CCCC1 (tetrahydrofuran). Product: NC=1C=C(C(=O)C2=CC=CC=C2)C=CC1N (3,4-diaminobenzophenone). The yield is 100.0%. As a reaction SMILES: [NH2:1][C:2]1[CH:15]=[CH:14][C:5]([C:6]([C:8]2[CH:13]=[CH:12][CH:11]=[CH:10][CH:9]=2)=[O:7])=[CH:4][C:3]=1[N+:16]([O-])=O.[H][H]>[Ni].O1CCCC1>[NH2:16][C:3]1[CH:4]=[C:5]([CH:14]=[CH:15][C:2]=1[NH2:1])[C:6]([C:8]1[CH:13]=[CH:12][CH:11]=[CH:10][CH:9]=1)=[O:7]. Procedure: Fifty grams of 4-amino-3-nitrobenzophenone was hydrogenated at room temperature in 945 ml. of tetrahydrofuran with 15 g. of Raney nickel at 40 psi. After 4 hours three equivalents of hydrogen were absorbed. The catalyst was filtered and the filtrate was evaporated in vacuo to a solid residue. The residue was chromatographed over silica gel using ethyl acetate as eluant. Fractions 5-9 were combined to yield 43.6 g. (100 percent yield) of 3,4-diaminobenzophenone. Starting materials: NCC1=CC=C(C=C1)C1=CC=CC(=N1)CCCN(CCC)CCC ({3-[6-(4-aminomethyl-phenyl)-pyridin-2-yl]-propyl}-dipropyl-amine), N1C(=NC=C1)C=O (2-imidazole carboxaldehyde), [BH4-].[Na+] (Sodium borohydride), C(OC)(OC)OC (trimethyl orthoformate). Run in CO (methanol). Run at time 14 hour. Product: N1C(=NC=C1)CNCC1=CC=C(C=C1)C1=CC=CC(=N1)CCCN(CCC)CCC ({3-[6-(4-{[(1H-imidazol-2-ylmethyl)-amino]-methyl}-phenyl)-pyridin-2-yl]-propyl}-dipropyl-amine). Yield: 81.1%. RXN SMILES: [NH2:1][CH2:2][C:3]1[CH:8]=[CH:7][C:6]([C:9]2[N:14]=[C:13]([CH2:15][CH2:16][CH2:17][N:18]([CH2:22][CH2:23][CH3:24])[CH2:19][CH2:20][CH3:21])[CH:12]=[CH:11][CH:10]=2)=[CH:5][CH:4]=1.[NH:25]1[CH:29]=[CH:28][N:27]=[C:26]1[CH:30]=O.C(OC)(OC)OC.[BH4-].[Na+]>CO>[NH:25]1[CH:29]=[CH:28][N:27]=[C:26]1[CH2:30][NH:1][CH2:2][C:3]1[CH:8]=[CH:7][C:6]([C:9]2[N:14]=[C:13]([CH2:15][CH2:16][CH2:17][N:18]([CH2:22][CH2:23][CH3:24])[CH2:19][CH2:20][CH3:21])[CH:12]=[CH:11][CH:10]=2)=[CH:5][CH:4]=1 |f:3.4|. Procedure: An anhydrous methanol solution (0.50 ml) containing the compound (30.1 mg) obtained in Example 36-5 and 2-imidazole carboxaldehyde (10.1 mg) was added with trimethyl orthoformate (0.029 ml), and the whole was stirred at room temperature for 14 hours. Sodium borohydride (17.0 mg) was added thereto and the whole was stirred for 30 minutes. The solvent was distilled off. The residue was dissolved in chloroform, washed with a saturated aqueous sodium hydrogen carbonate solution, and dried with anhyd... Reactants: CC(=O)N1CCc2sc(C)c(C(=O)CCCCl)c2C1, Cl, Fc1ccc2c(C3CCNCC3)noc2c1. Product: CC(=O)N1CCc2sc(C)c(C(=O)CCCN3CCC(c4noc5cc(F)ccc45)CC3)c2C1. RXN SMILES: [C:1]([CH3:2])(=[O:3])[N:4]1[CH2:5][c:6]2[c:7]([s:10][c:11]([CH3:19])[c:12]2[C:13]([CH2:14][CH2:15][CH2:16][Cl:17])=[O:18])[CH2:8][CH2:9]1.[ClH:20].[F:21][c:22]1[cH:23][c:24]2[c:25]([c:26]([CH:29]3[CH2:30][CH2:31][NH:32][CH2:33][CH2:34]3)[n:27][o:28]2)[cH:35][cH:36]1>>[C:1]([CH3:2])(=[O:3])[N:4]1[CH2:5][c:6]2[c:7]([s:10][c:11]([CH3:19])[c:12]2[C:13]([CH2:14][CH2:15][CH2:16][N:32]2[CH2:31][CH2:30][CH:29]([c:26]3[c:25]4[c:24]([cH:23][c:22]([F:21])[cH:36][cH:35]4)[o:28][n:27]3)[CH2:34][CH2:33]2)=[O:18])[CH2:8][CH2:9]1.